Dataset: the Open Reaction Database (ORD), a public repository of structured organic reaction records. Task: describe an organic reaction: reactants, conditions, products, and yield The reactants are COC1=CC=C(CN2C(C3CC3C(=N2)C2=CC3=C(N=C(O3)C3=CC=C(C=C3)OCCN3CCOCC3)C=C2)=O)C=C1 (3-(4-methoxy-benzyl)-5-{2-[4-(2-morpholin-4-yl-ethoxy)-phenyl]-benzoxazol-6-yl}-3,4-diaza-bicyclo[4.1.0]hept-4-en-2-one), C(=O)(C(F)(F)F)O (TFA), C([O-])([O-])=O.[Na+].[Na+] (sodium carbonate). The product is N1(CCOCC1)CCOC1=CC=C(C=C1)C=1OC2=C(N1)C=CC(=C2)C2=NNC(C1CC21)=O (5-{2-[4-(2-morpholin-4-yl-ethoxy)-phenyl]-benzoxazol-6-yl}-3,4-diaza-bicyclo[4.1.0]hept-4-en-2-one). RXN SMILES: COC1C=CC(C[N:8]2[N:14]=[C:13]([C:15]3[CH:38]=[CH:37][C:18]4[N:19]=[C:20]([C:22]5[CH:27]=[CH:26][C:25]([O:28][CH2:29][CH2:30][N:31]6[CH2:36][CH2:35][O:34][CH2:33][CH2:32]6)=[CH:24][CH:23]=5)[O:21][C:17]=4[CH:16]=3)[CH:12]3[CH:10]([CH2:11]3)[C:9]2=[O:39])=CC=1.C(O)(C(F)(F)F)=O.C(=O)([O-])[O-].[Na+].[Na+]>>[N:31]1([CH2:30][CH2:29][O:28][C:25]2[CH:24]=[CH:23][C:22]([C:20]3[O:21][C:17]4[CH:16]=[C:15]([C:13]5[CH:12]6[CH:10]([CH2:11]6)[C:9](=[O:39])[NH:8][N:14]=5)[CH:38]=[CH:37][C:18]=4[N:19]=3)=[CH:27][CH:26]=2)[CH2:32][CH2:33][O:34][CH2:35][CH2:36]1 |f:2.3.4|. Procedure details: 107 mg (194 μmol) 3-(4-methoxy-benzyl)-5-{2-[4-(2-morpholin-4-yl-ethoxy)-phenyl]-benzoxazol-6-yl}-3,4-diaza-bicyclo[4.1.0]hept-4-en-2-one and 2 ml TFA are stirred in the microwave for 30 min at 150° C. The reaction mixture is made basic with 10% sodium carbonate solution, the precipitate formed is filtered off and the residue is purified on silica gel (eluant: DCM/methanol/ammonia). The reactants are CN1C=C([Sn](C)(C)C)SC1, CCO, CCOC(=O)c1cn(-c2ccc(F)cc2)c2cc(Cl)ccc2c1=O. The product is CCOC(=O)c1cn(-c2ccc(F)cc2)c2cc(C3=CN(C)CS3)ccc2c1=O. As a reaction SMILES: [CH3:25][N:26]1[CH2:27][S:28][C:29]([Sn:31]([CH3:32])([CH3:33])[CH3:34])=[CH:30]1.[CH3:35][CH2:36][OH:37].[Cl:1][c:2]1[cH:3][cH:4][c:5]2[c:6](=[O:24])[c:7]([C:19](=[O:20])[O:21][CH2:22][CH3:23])[cH:8][n:9](-[c:12]3[cH:13][cH:14][c:15]([F:18])[cH:16][cH:17]3)[c:10]2[cH:11]1>>[c:2]1([C:29]2=[CH:30][N:26]([CH3:25])[CH2:27][S:28]2)[cH:3][cH:4][c:5]2[c:6](=[O:24])[c:7]([C:19](=[O:20])[O:21][CH2:22][CH3:23])[cH:8][n:9](-[c:12]3[cH:13][cH:14][c:15]([F:18])[cH:16][cH:17]3)[c:10]2[cH:11]1. As a reaction SMILES: [CH3:1][C:2]1[CH:3]=[CH:4][C:5]2[NH:9][C:8](=[O:10])[NH:7][C:6]=2[CH:11]=1.[N+:12]([O-])([OH:14])=[O:13]>>[CH3:1][C:2]1[C:3]([N+:12]([O-:14])=[O:13])=[CH:4][C:5]2=[N:9][C:8](=[O:10])[N:7]=[C:6]2[CH:11]=1. Reactants: CC=1C=CC2=C(NC(N2)=O)C1 (6-methyl-1,3-dihydro-benzoimidazol-2-one), [N+](=O)(O)[O-] (nitric acid). Procedure: A mixture of 6-methyl-1,3-dihydro-benzoimidazol-2-one (0.30 g, 2.03 mmol) in 69% nitric acid (5 ml) was stirred over ice for 2 h. The yellow mixture was filtered and washed with water to give (22) as a bright yellow solid (0.39 g, 99.7%). Yield: 99.7%. Reaction conditions: time 2 hour. Yields the product CC1=CC=2C(=NC(N2)=O)C=C1[N+](=O)[O-] (5-Methyl-6-nitrobenzimidazol-2-one). The reactants are cuprous cyanide, [C-]#N.[Na+] (sodium cyanide), F[B-](F)(F)F.COC(=O)C1=CC(=C(C=C1)CC1=CC=CC2=CC=C(C=C12)[N+]#N)OC (1-(4-methoxycarbonyl-2-methoxyphenylmethyl)naphthalene-7-diazonium tetrafluoroborate), C(C)(=O)OCC (ethyl acetate), O (water). The solvent is CN(C=O)C (dimethylformamide), CN(C=O)C (dimethylformamide). Run at temperature 0 celsius, time 1 hour. Product: C(#N)C1=CC=C2C=CC=C(C2=C1)CC1=C(C=C(C(=O)OC)C=C1)OC (methyl 4-(7-cyanonaphth-1-ylmethyl)-3-methoxybenzoate). The yield is 50.3%. RXN SMILES: [C-:1]#[N:2].[Na+].F[B-](F)(F)F.[CH3:9][O:10][C:11]([C:13]1[CH:18]=[CH:17][C:16]([CH2:19][C:20]2[C:29]3[C:24](=[CH:25][CH:26]=[C:27]([N+]#N)[CH:28]=3)[CH:23]=[CH:22][CH:21]=2)=[C:15]([O:32][CH3:33])[CH:14]=1)=[O:12].C(OCC)(=O)C.O>CN(C)C=O>[C:1]([C:27]1[CH:28]=[C:29]2[C:24]([CH:23]=[CH:22][CH:21]=[C:20]2[CH2:19][C:16]2[CH:17]=[CH:18][C:13]([C:11]([O:10][CH3:9])=[O:12])=[CH:14][C:15]=2[O:32][CH3:33])=[CH:25][CH:26]=1)#[N:2] |f:0.1,2.3|. Procedure details: A mixture of cuprous cyanide (2.52 g), sodium cyanide (1.68 g), and dimethylformamide (50 ml, distilled over CaH2) was stirred for 1 h. The homogeneous solution was cooled to 0° C. and a solution of 1-(4-methoxycarbonyl-2-methoxyphenylmethyl)naphthalene-7-diazonium tetrafluoroborate (2.62 g), in dimethylformamide (12 ml, distilled over CaH2) was added. The reaction was stirred for 15 min at 0° C. and then at room temperature for 16 h. The mixture was added to ethyl acetate (200 ml) and water (30... The reactants are CS(=O)(=O)Nn1c(=O)[nH]c2cc([N+](=O)[O-])c(F)cc2c1=O, CCC(N)CO. The product is CCC(CO)Nc1cc2c(=O)n(NS(C)(=O)=O)c(=O)[nH]c2cc1[N+](=O)[O-]. Reaction SMILES: [F:1][c:2]1[cH:3][c:4]2[c:5](=[O:21])[n:6]([NH:16][S:17](=[O:18])(=[O:19])[CH3:20])[c:7](=[O:15])[nH:8][c:9]2[cH:10][c:11]1[N+:12](=[O:13])[O-:14].[NH2:22][CH:23]([CH2:24][OH:25])[CH2:26][CH3:27]>>[c:2]1([NH:22][CH:23]([CH2:24][OH:25])[CH2:26][CH3:27])[cH:3][c:4]2[c:5](=[O:21])[n:6]([NH:16][S:17](=[O:18])(=[O:19])[CH3:20])[c:7](=[O:15])[nH:8][c:9]2[cH:10][c:11]1[N+:12](=[O:13])[O-:14]. Reactants: CC1=NC(=NC2=CC=CC=C12)CCl ((4-methyl-quinazolin-2-yl)-methylchloride), CN1C(NC(C=2N(C(=NC12)Br)CC1=C(C=CC=C1)Cl)=O)=O (3-methyl-7-(2-chlorobenzyl)-8-bromo-xanthine), C(C)(C)(C)OC(=O)N[C@H]1CNCCC1 ((R)-3-(tert.-butyloxycarbonylamino)-piperidine). Product: CC1=NC(=NC2=CC=CC=C12)CN1C(=O)N(C=2N=C(N(C2C1=O)CC1=C(C=CC=C1)Cl)N1C[C@@H](CCC1)NC(=O)OC(C)(C)C)C (1-[(4-methyl-quinazolin-2-yl)methyl]-3-methyl-7-(2-chloro-benzyl)-8-[(R)-3-(tert.-butyloxycarbonylamino)-piperidin-1-yl]-xanthine). Reaction SMILES: [CH3:1][C:2]1[C:11]2[C:6](=[CH:7][CH:8]=[CH:9][CH:10]=2)[N:5]=[C:4]([CH2:12]Cl)[N:3]=1.[CH3:14][N:15]1[C:23]2[N:22]=[C:21](Br)[N:20]([CH2:25][C:26]3[CH:31]=[CH:30][CH:29]=[CH:28][C:27]=3[Cl:32])[C:19]=2[C:18](=[O:33])[NH:17][C:16]1=[O:34].[C:35]([O:39][C:40]([NH:42][C@@H:43]1[CH2:48][CH2:47][CH2:46][NH:45][CH2:44]1)=[O:41])([CH3:38])([CH3:37])[CH3:36]>>[CH3:1][C:2]1[C:11]2[C:6](=[CH:7][CH:8]=[CH:9][CH:10]=2)[N:5]=[C:4]([CH2:12][N:17]2[C:18](=[O:33])[C:19]3[N:20]([CH2:25][C:26]4[CH:31]=[CH:30][CH:29]=[CH:28][C:27]=4[Cl:32])[C:21]([N:45]4[CH2:46][CH2:47][CH2:48][C@@H:43]([NH:42][C:40]([O:39][C:35]([CH3:38])([CH3:37])[CH3:36])=[O:41])[CH2:44]4)=[N:22][C:23]=3[N:15]([CH3:14])[C:16]2=[O:34])[N:3]=1. Procedure details: Prepared by reacting (4-methyl-quinazolin-2-yl)-methylchloride and 3-methyl-7-(2-chlorobenzyl)-8-bromo-xanthine and subsequently reacting with (R)-3-(tert.-butyloxycarbonylamino)-piperidine Starting materials: C=CC1=CC=CC=C1 (styrene), C(C=C)#N (acrylonitrile). Yields the product C1C=CC2=CC=CC=C12 (indene). RXN SMILES: [CH2:1]=[CH:2][C:3]1[CH:8]=[CH:7][CH:6]=[CH:5][CH:4]=1.[C:9](#N)C=C>>[CH2:9]1[C:8]2[C:3](=[CH:4][CH:5]=[CH:6][CH:7]=2)[CH:2]=[CH:1]1. Procedure: A terpolymer of a weight ratio of 70:25:5 styrene:acrylonitrile:indene was prepared by emulsion polymerization using the following ingredients: Reactants: CCOC(=O)c1cc2c3ccccc3n(C(C)C)c2cn1, CO, Cl, [Na+], [OH-], O. Product: CC(C)n1c2ccccc2c2cc(C(=O)O)ncc21. Reaction SMILES: [CH2:3]([CH3:4])[O:5][C:6](=[O:7])[c:8]1[cH:9][c:10]2[c:11]([n:12]([CH:19]([CH3:20])[CH3:21])[c:13]3[cH:14][cH:15][cH:16][cH:17][c:18]23)[cH:22][n:23]1.[CH3:25][OH:26].[ClH:24].[Na+:2].[OH-:1].[OH2:27]>>[O:5]=[C:6]([OH:7])[c:8]1[cH:9][c:10]2[c:11]([n:12]([CH:19]([CH3:20])[CH3:21])[c:13]3[cH:14][cH:15][cH:16][cH:17][c:18]23)[cH:22][n:23]1.